This data is from the Open Reaction Database (ORD), a public repository of structured organic reaction records. The task is: describe an organic reaction: reactants, conditions, products, and yield Reactants: CCOC(=O)CN1C(=O)c2ccc(N)cc2C1=O, C1CN2CCN1CC2, [Cl-], [Cl-], [Cl-], [Cl-], Clc1ccccc1, O=C(c1ccccc1)c1ccccc1, [Ti+4]. The product is CCOC(=O)CN1C(=O)c2ccc(N=C(c3ccccc3)c3ccccc3)cc2C1=O. As a reaction SMILES: [CH2:1]([CH3:2])[O:3][C:4]([CH2:5][N:6]1[C:7](=[O:17])[c:8]2[cH:9][cH:10][c:11]([NH2:16])[cH:12][c:13]2[C:14]1=[O:15])=[O:18].[CH2:33]1[N:34]2[CH2:35][CH2:36][N:37]([CH2:38][CH2:39]2)[CH2:40]1.[Cl-:48].[Cl-:49].[Cl-:50].[Cl-:51].[Cl:41][c:42]1[cH:43][cH:44][cH:45][cH:46][cH:47]1.[O:19]=[C:20]([c:21]1[cH:22][cH:23][cH:24][cH:25][cH:26]1)[c:27]1[cH:28][cH:29][cH:30][cH:31][cH:32]1.[Ti+4:52]>>[CH2:1]([CH3:2])[O:3][C:4]([CH2:5][N:6]1[C:7](=[O:17])[c:8]2[cH:9][cH:10][c:11]([N:16]=[C:20]([c:21]3[cH:22][cH:23][cH:24][cH:25][cH:26]3)[c:27]3[cH:28][cH:29][cH:30][cH:31][cH:32]3)[cH:12][c:13]2[C:14]1=[O:15])=[O:18]. Product: O=C(C#Cc1ccc2c(c1)CCC2N1CCCC1)Nc1ccc(-c2ccc(Cl)cc2)cc1. The reactants are C1CCOC1, CN1CCOCC1, CC(C)COC(=O)Cl, Nc1ccc(-c2ccc(Cl)cc2)cc1, ClCCl, O=C(O)C#Cc1ccc2c(c1)CCC2N1CCCC1. Reaction SMILES: [CH2:49]1[O:50][CH2:51][CH2:52][CH2:53]1.[CH3:20][N:21]1[CH2:22][CH2:23][O:24][CH2:25][CH2:26]1.[Cl:27][C:28]([O:29][CH2:30][CH:31]([CH3:32])[CH3:33])=[O:34].[Cl:35][c:36]1[cH:37][cH:38][c:39](-[c:42]2[cH:43][cH:44][c:45]([NH2:48])[cH:46][cH:47]2)[cH:40][cH:41]1.[Cl:54][CH2:55][Cl:56].[N:1]1([CH:6]2[CH2:7][CH2:8][c:9]3[cH:10][c:11]([C:15]#[C:16][C:17](=[O:18])[OH:19])[cH:12][cH:13][c:14]32)[CH2:2][CH2:3][CH2:4][CH2:5]1>>[N:1]1([CH:6]2[CH2:7][CH2:8][c:9]3[cH:10][c:11]([C:15]#[C:16][C:17](=[O:18])[NH:48][c:45]4[cH:44][cH:43][c:42](-[c:39]5[cH:38][cH:37][c:36]([Cl:35])[cH:41][cH:40]5)[cH:47][cH:46]4)[cH:12][cH:13][c:14]32)[CH2:2][CH2:3][CH2:4][CH2:5]1. Starting materials: ClC1=CC=C(C=C1)NS(=O)(=O)C1=CC=C2CCN(CC2=C1)CCCC(=O)OCC (Ethyl 4-[7-(4-chlorophenylsulphamoyl)-1,2,3,4-tetrahydroisoquinolin-2-yl]butyrate), [OH-].[Na+] (sodium hydroxide). The product is ClC1=CC=C(C=C1)NS(=O)(=O)C1=CC=C2CCN(CC2=C1)CCCC(=O)O (4-[7-(4-Chlorophenylsulphamoyl)-1,2,3,4-tetrahydroisoquinolin-2-yl]butyric acid). Reaction SMILES: [Cl:1][C:2]1[CH:7]=[CH:6][C:5]([NH:8][S:9]([C:12]2[CH:21]=[C:20]3[C:15]([CH2:16][CH2:17][N:18]([CH2:22][CH2:23][CH2:24][C:25]([O:27]CC)=[O:26])[CH2:19]3)=[CH:14][CH:13]=2)(=[O:11])=[O:10])=[CH:4][CH:3]=1.[OH-].[Na+]>>[Cl:1][C:2]1[CH:3]=[CH:4][C:5]([NH:8][S:9]([C:12]2[CH:21]=[C:20]3[C:15]([CH2:16][CH2:17][N:18]([CH2:22][CH2:23][CH2:24][C:25]([OH:27])=[O:26])[CH2:19]3)=[CH:14][CH:13]=2)(=[O:10])=[O:11])=[CH:6][CH:7]=1 |f:1.2|. Procedure: Ethyl 4-[7-(4-chlorophenylsulphamoyl)-1,2,3,4-tetrahydroisoquinolin-2-yl]butyrate was hydrolysed with sodium hydroxide solution by the method described in Example 2(b) and the product was recrystallised from ethanol to give the title compound, m.p. 210°-210.5° C. Reactants: CCC[Mg+], C1CCOC1, [Cl-], N#Cc1ccc(CCCCC2CCC(C3CC[SiH](Cl)CC3)CC2)cc1, C1CC[SiH2]CC1. Yields the product CCC[SiH]1CCC(C2CCC(CCCCc3ccc(C#N)cc3)CC2)CC1. As a reaction SMILES: [CH2:2]([CH2:3][CH3:4])[Mg+:5].[CH2:37]1[O:38][CH2:39][CH2:40][CH2:41]1.[Cl-:1].[Cl:6][SiH:7]1[CH2:8][CH2:9][CH:10]([CH:13]2[CH2:14][CH2:15][CH:16]([CH2:19][CH2:20][CH2:21][CH2:22][c:23]3[cH:24][cH:25][c:26]([C:29]#[N:30])[cH:27][cH:28]3)[CH2:17][CH2:18]2)[CH2:11][CH2:12]1.[SiH2:31]1[CH2:32][CH2:33][CH2:34][CH2:35][CH2:36]1>>[CH2:2]([CH2:3][CH3:4])[SiH:7]1[CH2:8][CH2:9][CH:10]([CH:13]2[CH2:14][CH2:15][CH:16]([CH2:19][CH2:20][CH2:21][CH2:22][c:23]3[cH:24][cH:25][c:26]([C:29]#[N:30])[cH:27][cH:28]3)[CH2:17][CH2:18]2)[CH2:11][CH2:12]1. The reactants are P(=O)(O)([O-])[O-].[K+].[K+] (dipotassium hydrogen phosphate), FC=1C=C(C=CC1F)[N+](=O)[O-] (3,4-difluoronitrobenzene), COC1CNC1 (3-methoxyazetidine), Cl (HCl). Reagents/catalysts: [OH-].[OH-].[Pd+2] (Pearlman's catalyst), [OH-].[OH-].[Pd+2] (palladium hydroxide on carbon). Run in C(C)#N.C(Cl)(Cl)Cl (acetonitrile chloroform), O (water), C(C)#N.C(Cl)(Cl)Cl (acetonitrile chloroform), O1CCCC1.C(C)O (tetrahydrofuran ethanol). Run at time 16 hour. Yields the product FC=1C=C(C=CC1N1CC(C1)OC)[N+](=O)[O-] (3-fluoro-4-(3-methoxy-1-azetidinyl)nitrobenzene). Yield: 83.8%. As a reaction SMILES: [CH3:1][O:2][CH:3]1[CH2:6][NH:5][CH2:4]1.Cl.P([O-])([O-])(O)=O.[K+].[K+].[F:15][C:16]1[CH:17]=[C:18]([N+:23]([O-:25])=[O:24])[CH:19]=[CH:20][C:21]=1F>O1CCCC1.C(O)C.[OH-].[OH-].[Pd+2].O.C(#N)C.C(Cl)(Cl)Cl>[F:15][C:16]1[CH:17]=[C:18]([N+:23]([O-:25])=[O:24])[CH:19]=[CH:20][C:21]=1[N:5]1[CH2:6][CH:3]([O:2][CH3:1])[CH2:4]1 |f:2.3.4,6.7,8.9.10,12.13|. Reported procedure: A solution of 1-diphenylmethyl)-3-methoxyazetidine (2.000 g, 7.91 mmol) in 25% tetrahydrofuran/ethanol (100 mL) was treated with 5N HCl (5.0 mL) and palladium hydroxide on carbon (Pearlman's catalyst, 0.500 g). The mixture was shaken on a Parr apparatus under 45 psi of H2. After 16 h some starting material still remained by TLC analysis (silica gel, 6% acetonitrile/chloroform). An additional 0.500 g of Pearlman's catalyst was added and the hydrogenolysis continued a further 16 h, at which time t... Reactants: C1(=CC=CC=C1)C1CC(=NO1)C(=O)OCC (ethyl 5-phenyl-4,5-dihydroisoxazol-3-ylcarboxylate), [BH4-].[Na+] (sodium borohydride). Solvent: CO (methanol). Reaction conditions: time 4 hour. The product is OCC1=NOC(C1)C1=CC=CC=C1 (3-hydroxymethyl-5-phenyl-4,5-dihydroisoxazole). RXN SMILES: [C:1]1([CH:7]2[O:11][N:10]=[C:9]([C:12](OCC)=[O:13])[CH2:8]2)[CH:6]=[CH:5][CH:4]=[CH:3][CH:2]=1.[BH4-].[Na+]>CO>[OH:13][CH2:12][C:9]1[CH2:8][CH:7]([C:1]2[CH:6]=[CH:5][CH:4]=[CH:3][CH:2]=2)[O:11][N:10]=1 |f:1.2|. Procedure details: To a solution of 7 g of ethyl 5-phenyl-4,5-dihydroisoxazol-3-ylcarboxylate in 70 ml of methanol, cooled with ice, is added 1.5 g of sodium borohydride in small portions with stirring. After 4 hours has passed, the solvent is distilled off under reduced pressure and the residue is extracted with ethyl acetate. The extract is washed with water, dried and the solvent is evaporated. The crystalline residue thus obtained is recrystallized from isopropyl ether, giving 3-hydroxymethyl-5-phenyl-4,5-dihy... The reactants are C(C=CC1=CC=CC=C1)(=O)NC(CC(=O)OC)C(C)=O (methyl 3-cinnamoylamino-4-oxovalerate), P(=O)(Cl)(Cl)Cl (phosphorus oxychloride). The solvent is C1(=CC=CC=C1)C (toluene). Yields the product CC1=C(N=C(O1)C=CC1=CC=CC=C1)CC(=O)O (5-methyl-2-styryl-4-oxazoleacetic acid). RXN SMILES: [C:1]([NH:11][CH:12]([C:18](=[O:20])[CH3:19])[CH2:13][C:14]([O:16]C)=[O:15])(=O)[CH:2]=[CH:3][C:4]1[CH:9]=[CH:8][CH:7]=[CH:6][CH:5]=1.P(Cl)(Cl)(Cl)=O>C1(C)C=CC=CC=1>[CH3:19][C:18]1[O:20][C:1]([CH:2]=[CH:3][C:4]2[CH:5]=[CH:6][CH:7]=[CH:8][CH:9]=2)=[N:11][C:12]=1[CH2:13][C:14]([OH:16])=[O:15]. Reported procedure: A mixture of methyl 3-cinnamoylamino-4-oxovalerate (2.2 g), phosphorus oxychloride (2.2 ml) and toluene (24 ml) was refluxed with stirring for an hour. The solvent was distilled off and the residue was neutralized with aqueous sodium hydrogen carbonate and extracted with ethyl ether. The ethyl ether layer was washed with water and dried over anhydrous magnesium sulfate. The solvent was then distilled off and ethanol (8 ml) and 2N sodium hydroxide (8 ml) were added to the residue. The mixture was... Product: COCCN(C)C(=O)c1cccc(N)c1. Reactants: CCOC(C)=O, COCCN(C)C(=O)c1cccc([N+](=O)[O-])c1, O=[Pt]=O. RXN SMILES: [CH3:18][CH2:19][O:20][C:21](=[O:22])[CH3:23].[CH3:1][O:2][CH2:3][CH2:4][N:5]([C:6]([c:7]1[cH:8][c:9]([N+:13]([O-:14])=[O:15])[cH:10][cH:11][cH:12]1)=[O:16])[CH3:17].[Pt:24](=[O:25])=[O:26]>>[CH3:1][O:2][CH2:3][CH2:4][N:5]([C:6]([c:7]1[cH:8][c:9]([NH2:13])[cH:10][cH:11][cH:12]1)=[O:16])[CH3:17].